From a dataset of the Open Reaction Database (ORD), a public repository of structured organic reaction records. describe an organic reaction: reactants, conditions, products, and yield The reactants are COc1ccc(-c2nc(Sc3ccccc3NC(C)=O)[nH]c2-c2ccc(OC)cc2)cc1, ClCCl, O=C(OO)c1cccc(Cl)c1. Yields the product COc1ccc(-c2nc(S(=O)c3ccccc3NC(C)=O)[nH]c2-c2ccc(OC)cc2)cc1. As a reaction SMILES: [CH3:12][O:13][c:14]1[cH:15][cH:16][c:17](-[c:20]2[n:21][c:22]([S:33][c:34]3[c:35]([NH:40][C:41]([CH3:42])=[O:43])[cH:36][cH:37][cH:38][cH:39]3)[nH:23][c:24]2-[c:25]2[cH:26][cH:27][c:28]([O:31][CH3:32])[cH:29][cH:30]2)[cH:18][cH:19]1.[Cl:44][CH2:45][Cl:46].[OH:1][O:2][C:3]([c:4]1[cH:5][c:6]([Cl:7])[cH:8][cH:9][cH:10]1)=[O:11]>>[O:1]=[S:33]([c:22]1[n:21][c:20](-[c:17]2[cH:16][cH:15][c:14]([O:13][CH3:12])[cH:19][cH:18]2)[c:24](-[c:25]2[cH:26][cH:27][c:28]([O:31][CH3:32])[cH:29][cH:30]2)[nH:23]1)[c:34]1[c:35]([NH:40][C:41]([CH3:42])=[O:43])[cH:36][cH:37][cH:38][cH:39]1. The reactants are C[Si]([N-][Si](C)(C)C)(C)C.[Na+] (sodium hexamethyldisilazide), ClC=1C=C2[C@@H](CN(CC2=C(C1)Cl)C)C1=C(C=CC=C1)NC(CO)=O (N-[2-((R)-6,8-Dichloro-2-methyl-1,2,3,4-tetrahydroisoquinolin-4-yl)phenyl]-2-hydroxy-acetamide), C1CCOC1 (THF), 1,1-carbonyldiimidazole. Reaction conditions: time 8 hour. Yields the product ClC=1C=C2[C@@H](CN(CC2=C(C1)Cl)C)C1=C(C=CC=C1)N1C(OCC1=O)=O (3-[2-((R)-6,8-Dichloro-2-methyl-1,2,3,4-tetrahydroisoquinolin-4-yl)phenyl]-oxazolidine-2,4-dione). Reaction SMILES: [Cl:1][C:2]1[CH:3]=[C:4]2[C:9](=[C:10]([Cl:12])[CH:11]=1)[CH2:8][N:7]([CH3:13])[CH2:6][C@H:5]2[C:14]1[CH:19]=[CH:18][CH:17]=[CH:16][C:15]=1[NH:20][C:21](=[O:24])[CH2:22][OH:23].C[Si](C)(C)[N-][Si](C)(C)C.[Na+].C1C[O:38][CH2:37]C1>>[Cl:1][C:2]1[CH:3]=[C:4]2[C:9](=[C:10]([Cl:12])[CH:11]=1)[CH2:8][N:7]([CH3:13])[CH2:6][C@H:5]2[C:14]1[CH:19]=[CH:18][CH:17]=[CH:16][C:15]=1[N:20]1[C:21](=[O:24])[CH2:22][O:23][C:37]1=[O:38] |f:1.2|. Procedure details: N-[2-((R)-6,8-Dichloro-2-methyl-1,2,3,4-tetrahydroisoquinolin-4-yl)phenyl]-2-hydroxy-acetamide (20 mg) was dissolved in absolute THF (2 ml), and reacted at room temperature with sodium hexamethyldisilazide solution (0.5 ml; 2 M in THF) with stirring. Afterward, 1,1-carbonyldiimidazole (13 mg) was added and the mixture was stirred at room temperature for 2 h. After standing overnight, the reaction mixture was concentrated, the residue was dissolved in ethyl acetate/water and basified with sodium ... Procedure details: Following Example 188c, 3,5-dibromo-1-methylpyridin-2(1H)-one (536 mg, 2.0 mmol) and 330a (558 mg, 2.0 mmol) were reacted to give 330b as a yellow solid (560 mg, 60%). MS: [M+H]+ 467 The reactants are BrC=1C(N(C=C(C1)Br)C)=O (3,5-dibromo-1-methylpyridin-2(1H)-one), NC1=CC=C(N=N1)N1CCN(CC1)C(=O)OC(C)(C)C (tert-Butyl 4-(6-Aminopyridazin-3-yl)piperazine-1-carboxylate). Isolated yield 60.2%. As a reaction SMILES: Br[C:2]1[C:3](=[O:10])[N:4]([CH3:9])[CH:5]=[C:6]([Br:8])[CH:7]=1.[NH2:11][C:12]1[N:17]=[N:16][C:15]([N:18]2[CH2:23][CH2:22][N:21]([C:24]([O:26][C:27]([CH3:30])([CH3:29])[CH3:28])=[O:25])[CH2:20][CH2:19]2)=[CH:14][CH:13]=1>>[Br:8][C:6]1[CH:7]=[C:2]([NH:11][C:12]2[N:17]=[N:16][C:15]([N:18]3[CH2:23][CH2:22][N:21]([C:24]([O:26][C:27]([CH3:30])([CH3:29])[CH3:28])=[O:25])[CH2:20][CH2:19]3)=[CH:14][CH:13]=2)[C:3](=[O:10])[N:4]([CH3:9])[CH:5]=1. Yields the product BrC=1C=C(C(N(C1)C)=O)NC1=CC=C(N=N1)N1CCN(CC1)C(=O)OC(C)(C)C (tert-Butyl 4-(6-(5-Bromo-1-methyl-2-oxo-1,2-dihydropyridin-3-ylamino)pyridazin-3-yl)piperazine-1-carboxylate). The reactants are C(C)C=1N(C(NN1)=O)CCOC1=CC=CC=C1 (5-ethyl-4-(2-phenoxyethyl)-2H-1,2,4-triazol-3(4H)-one), C([O-])([O-])=O.[K+].[K+] (potassium carbonate), C(C)#N (acetonitrile), C(C)C=1N(C(NN1)=O)CCOC1=CC=CC=C1 (5-ethyl-4-(2-phenoxyethyl)-2H-1,2,4-triazol-3(4H)-one), ClC(CC)O (chloropropanol). The solvent is O (Water). Product: OCCCN1N=C(N(C1=O)CCOC1=CC=CC=C1)CC (2-(3-hydroxypropyl)-5-ethyl-2,4-dihydro-4-(2-phenoxyethyl)-3H-1,2,4-triazol-3-one). RXN SMILES: [CH2:1]([C:3]1[N:4]([CH2:9][CH2:10][O:11][C:12]2[CH:17]=[CH:16][CH:15]=[CH:14][CH:13]=2)[C:5](=[O:8])[NH:6][N:7]=1)[CH3:2].Cl[CH:19]([OH:22])[CH2:20][CH3:21].C(=O)([O-])[O-].[K+].[K+].C(#N)C>O>[OH:22][CH2:19][CH2:20][CH2:21][N:6]1[C:5](=[O:8])[N:4]([CH2:9][CH2:10][O:11][C:12]2[CH:17]=[CH:16][CH:15]=[CH:14][CH:13]=2)[C:3]([CH2:1][CH3:2])=[N:7]1 |f:2.3.4|. Procedure details: The product of Example 5 "5-ethyl-4-(2-phenoxyethyl)-2H-1,2,4-triazol-3(4H)-one" (5.0 g., 23.5 mmol), chloropropanol (2.44 g., 25.8 mmol) and potassium carbonate (9.72 g., 70.4 mmol) in 50 ml. of acetonitrile is heated to reflux for a period of 48 hr. with stirring. Water (50 ml.) is added and the mixture extracted with methylene chloride which is dried over magnesium sulfate and concentrated under reduced pressure to afford 2-(3-hydroxypropyl)-5-ethyl-2,4-dihydro-4-(2-phenoxyethyl)-3H-1,2,4-tri... Reactants: BrC1=CC=2C3=C(C=NC2C=C1)N(C(N3C=3C(=NN(C3)C)C)=O)C (8-bromo-1-(1,3-dimethyl-1H-pyrazol-4-yl)-3-methyl-1,3-dihydro-imidazo[4,5-c]quinolin-2-one), BrC1=CC=2C3=C(C=NC2C=C1)N(C(N3C=3C(=NN(C3)C)C)=O)C (8-bromo-1-(1,3-dimethyl-1H-pyrazol-4-yl)-3-methyl-1,3-dihydro-imidazo[4,5-c]quinolin-2-one), CN1C(N(C2=NC=C(C=C21)B2OC(C(O2)(C)C)(C)C)C)=O (1,3-dimethyl-6-(4,4,5,5-tetramethyl-[1,3,2]dioxaborolan-2-yl)-1,3-dihydro-imidazo[4,5-b]pyridin-2-one). The product is CN1C(N(C2=NC=C(C=C21)C2=CC=1C3=C(C=NC1C=C2)N(C(N3C=3C(=NN(C3)C)C)=O)C)C)=O (8-(1,3-Dimethyl-2-oxo-2,3-dihydro-1H-imidazo[4,5-b]pyridin-6-yl)-1-(1,3-dimethyl-1H-pyrazol-4-yl)-3-methyl-1,3-dihydro-imidazo[4,5-c]quinolin-2-one). Reaction SMILES: Br[C:2]1[CH:11]=[CH:10][C:9]2[N:8]=[CH:7][C:6]3[N:12]([CH3:23])[C:13](=[O:22])[N:14]([C:15]4[C:16]([CH3:21])=[N:17][N:18]([CH3:20])[CH:19]=4)[C:5]=3[C:4]=2[CH:3]=1.[CH3:24][N:25]1[C:33]2[C:28](=[N:29][CH:30]=[C:31](B3OC(C)(C)C(C)(C)O3)[CH:32]=2)[N:27]([CH3:43])[C:26]1=[O:44]>>[CH3:24][N:25]1[C:33]2[C:28](=[N:29][CH:30]=[C:31]([C:2]3[CH:11]=[CH:10][C:9]4[N:8]=[CH:7][C:6]5[N:12]([CH3:23])[C:13](=[O:22])[N:14]([C:15]6[C:16]([CH3:21])=[N:17][N:18]([CH3:20])[CH:19]=6)[C:5]=5[C:4]=4[CH:3]=3)[CH:32]=2)[N:27]([CH3:43])[C:26]1=[O:44]. Procedure details: The title compound was synthesized in a similar manner as described for Example 1.1 using 8-bromo-1-(1,3-dimethyl-1H-pyrazol-4-yl)-3-methyl-1,3-dihydro-imidazo[4,5-c]quinolin-2-one (Intermediate A) and 1,3-dimethyl-6-(4,4,5,5-tetramethyl-[1,3,2]dioxaborolan-2-yl)-1,3-dihydro-imidazo[4,5-b]pyridin-2-one (Stage 67.1.1) to give the title compound as a white solid. (HPLC: tR 2.39 min (Method A); M+H=455 MS-ES; 1H-NMR (d6-DMSO, 400 MHz) 8.97 (s, 1H), 8.16-8.07 (m, 3H), 7.99-7.94 (m, 111, 7.58-7.53 (m... Reactants: [Al+3], COc1ccccc1N1CCN(CCC(=O)Nc2cc(C)nn2C)CC1, [H-], [H-], [H-], [H-], [Li+], C1CCOC1. Product: COc1ccccc1N1CCN(CCCNc2cc(C)nn2C)CC1. As a reaction SMILES: [Al+3:5].[CH3:7][n:8]1[n:9][c:10]([CH3:32])[cH:11][c:12]1[NH:13][C:14]([CH2:15][CH2:16][N:17]1[CH2:18][CH2:19][N:20]([c:23]2[c:24]([O:29][CH3:30])[cH:25][cH:26][cH:27][cH:28]2)[CH2:21][CH2:22]1)=[O:31].[H-:1].[H-:2].[H-:3].[H-:4].[Li+:6].[O:33]1[CH2:34][CH2:35][CH2:36][CH2:37]1>>[CH3:7][n:8]1[n:9][c:10]([CH3:32])[cH:11][c:12]1[NH:13][CH2:14][CH2:15][CH2:16][N:17]1[CH2:18][CH2:19][N:20]([c:23]2[c:24]([O:29][CH3:30])[cH:25][cH:26][cH:27][cH:28]2)[CH2:21][CH2:22]1. Starting materials: [Al+3], C1CCOC1, CCOC(=O)CC(c1ccc(F)cc1)c1ccc(F)cc1, [H-], [H-], [H-], [H-], [Li+]. Yields the product OCCC(c1ccc(F)cc1)c1ccc(F)cc1. As a reaction SMILES: [Al+3:23].[CH2:28]1[O:29][CH2:30][CH2:31][CH2:32]1.[F:1][c:2]1[cH:3][cH:4][c:5]([CH:8]([CH2:9][C:10](=[O:11])[O:12][CH2:13][CH3:14])[c:15]2[cH:16][cH:17][c:18]([F:21])[cH:19][cH:20]2)[cH:6][cH:7]1.[H-:22].[H-:25].[H-:26].[H-:27].[Li+:24]>>[F:1][c:2]1[cH:3][cH:4][c:5]([CH:8]([CH2:9][CH2:10][OH:11])[c:15]2[cH:16][cH:17][c:18]([F:21])[cH:19][cH:20]2)[cH:6][cH:7]1. Reactants: C1CCOC1, CCOc1ccc(-c2ccc(CO)[se]2)c(F)c1F, CI, CCCCC, Cl, [H-], [Na+], O. The product is CCOc1ccc(-c2ccc(COC)[se]2)c(F)c1F. Reaction SMILES: [CH2:29]1[O:30][CH2:31][CH2:32][CH2:33]1.[CH2:3]([CH3:4])[O:5][c:6]1[c:7]([F:20])[c:8]([F:19])[c:9](-[c:12]2[cH:13][cH:14][c:15]([CH2:17][OH:18])[se:16]2)[cH:10][cH:11]1.[CH3:21][I:22].[CH3:24][CH2:25][CH2:26][CH2:27][CH3:28].[ClH:23].[H-:1].[Na+:2].[OH2:34]>>[CH2:3]([CH3:4])[O:5][c:6]1[c:7]([F:20])[c:8]([F:19])[c:9](-[c:12]2[cH:13][cH:14][c:15]([CH2:17][O:18][CH3:21])[se:16]2)[cH:10][cH:11]1. Starting materials: ClC1=C(OC2=C(C=NC=C2)C(=O)N2CCCC3=CC=CC=C23)C=C(C=C1)Cl ([4-(2,5-Dichloro-phenoxy)-pyridin-3-yl]-(3,4-dihydro-2H-quinolin-1-yl)-methanone), N1CCCC2=CC=CC(=C12)N (1,2,3,4-tetrahydro-quinolin-8-ylamine). Run in CCCCCCC.C(C)(=O)OCC (n-heptane ethyl acetate). Yields the product ClC1=C(OC2=CC=NC=C2C(=O)NC=2C=CC=C3CCCNC23)C=C(C=C1)Cl (4-(2,5-Dichloro-phenoxy)-N-(1,2,3,4-tetrahydro-quinolin-8-yl)-nicotinamide). RXN SMILES: [Cl:1][C:2]1[CH:26]=[CH:25][C:24]([Cl:27])=[CH:23][C:3]=1[O:4][C:5]1[CH:10]=[CH:9][N:8]=[CH:7][C:6]=1[C:11](N1C2C(=CC=CC=2)CCC1)=[O:12].[NH:28]1[C:37]2[C:32](=[CH:33][CH:34]=[CH:35][C:36]=2[NH2:38])[CH2:31][CH2:30][CH2:29]1>CCCCCCC.C(OCC)(=O)C>[Cl:1][C:2]1[CH:26]=[CH:25][C:24]([Cl:27])=[CH:23][C:3]=1[O:4][C:5]1[C:6]([C:11]([NH:38][C:36]2[CH:35]=[CH:34][CH:33]=[C:32]3[C:37]=2[NH:28][CH2:29][CH2:30][CH2:31]3)=[O:12])=[CH:7][N:8]=[CH:9][CH:10]=1 |f:2.3|. Procedure: The title compound was prepared in analogy to Example 1, from 4-(2,5-dichloro-phenoxy)-nicotinic acid (Example 1, intermediate) and 1,2,3,4-tetrahydro-quinolin-8-ylamine (commercially available; CAS RN 54012-92-9) and using a gradient of n-heptane:ethyl acetate (100:0 to 0:100) for the chromatographic purification. Light yellow solid (88%). MS (ESI): m/z=414.077 [M+H]+.